Dataset: the Open Reaction Database (ORD), a public repository of structured organic reaction records. Task: describe an organic reaction: reactants, conditions, products, and yield Starting materials: C#CCO, O=C(NCC1CCCCC1)c1cc(F)c(F)c(F)c1, [H-], [Na+], CN(C)C=O. The product is C#CCOc1c(F)cc(C(=O)NCC2CCCCC2)cc1F. RXN SMILES: [CH2:20]([C:21]#[CH:22])[OH:23].[CH:1]1([CH2:7][NH:8][C:9]([c:10]2[cH:11][c:12]([F:18])[c:13]([F:17])[c:14]([F:16])[cH:15]2)=[O:19])[CH2:2][CH2:3][CH2:4][CH2:5][CH2:6]1.[H-:24].[Na+:25].[O:26]=[CH:27][N:28]([CH3:29])[CH3:30]>>[CH:1]1([CH2:7][NH:8][C:9]([c:10]2[cH:11][c:12]([F:18])[c:13]([O:23][CH2:20][C:21]#[CH:22])[c:14]([F:16])[cH:15]2)=[O:19])[CH2:2][CH2:3][CH2:4][CH2:5][CH2:6]1. Reactants: COS(=O)(=O)OC, CC(C)=O, CCOc1nc(C(F)(F)C(F)(F)F)cc(=O)n1-c1cc(O)c(Cl)cc1F, [Na+], [Na+], O=C([O-])[O-]. Yields the product CCOc1nc(C(F)(F)C(F)(F)F)cc(=O)n1-c1cc(OC)c(Cl)cc1F. Reaction SMILES: [CH3:27][O:28][S:29]([O:30][CH3:31])(=[O:32])=[O:33].[CH3:40][C:41](=[O:42])[CH3:43].[Cl:1][c:2]1[cH:3][c:4]([F:26])[c:5](-[n:9]2[c:10]([O:23][CH2:24][CH3:25])[n:11][c:12]([C:16]([C:17]([F:18])([F:19])[F:20])([F:21])[F:22])[cH:13][c:14]2=[O:15])[cH:6][c:7]1[OH:8].[Na+:34].[Na+:35].[O-:36][C:37](=[O:38])[O-:39]>>[Cl:1][c:2]1[cH:3][c:4]([F:26])[c:5](-[n:9]2[c:10]([O:23][CH2:24][CH3:25])[n:11][c:12]([C:16]([C:17]([F:18])([F:19])[F:20])([F:21])[F:22])[cH:13][c:14]2=[O:15])[cH:6][c:7]1[O:8][CH3:27]. Starting materials: Cl.BrC1=CC=C(COC=2C=C3CCC(CC3=CC2)CCN(C)C)C=C1 ((+)-6-(4-bromobenzyl)oxy-2-[2-(N,N-dimethylamino)ethyl]tetralin hydrochloride), C1(=CC=CC=C1)C (toluene), C(C)O (ethanol), C([O-])([O-])=O.[Na+].[Na+] (sodium carbonate), 3,4-Methylenedioxybenzeneboric acid. Reagents/catalysts: [Pd].C1(=CC=CC=C1)P(C1=CC=CC=C1)C1=CC=CC=C1.C1(=CC=CC=C1)P(C1=CC=CC=C1)C1=CC=CC=C1.C1(=CC=CC=C1)P(C1=CC=CC=C1)C1=CC=CC=C1.C1(=CC=CC=C1)P(C1=CC=CC=C1)C1=CC=CC=C1 (tetrakis(triphenylphosphine) palladium). The solvent is O (water). Run at time 10 minute. The product is Cl.O1COC2=C1C=CC(=C2)C2=CC=C(C=C2)COC=2C=C1CCC(CC1=CC2)CCN(C)C ((+)-6-[4-(1,3-Benzodioxol-5-yl)phenyl]methoxy-2-[2-(N,N-dimethylamino)ethyl]tetralin Hydrochloride). RXN SMILES: [ClH:1].Br[C:3]1[CH:25]=[CH:24][C:6]([CH2:7][O:8][C:9]2[CH:10]=[C:11]3[C:16](=[CH:17][CH:18]=2)[CH2:15][CH:14]([CH2:19][CH2:20][N:21]([CH3:23])[CH3:22])[CH2:13][CH2:12]3)=[CH:5][CH:4]=1.[C:26]1(C)[CH:31]=[CH:30][CH:29]=[CH:28][CH:27]=1.C(O)C.[C:36](=O)([O-:38])[O-:37].[Na+].[Na+]>O.[Pd].C1(P(C2C=CC=CC=2)C2C=CC=CC=2)C=CC=CC=1.C1(P(C2C=CC=CC=2)C2C=CC=CC=2)C=CC=CC=1.C1(P(C2C=CC=CC=2)C2C=CC=CC=2)C=CC=CC=1.C1(P(C2C=CC=CC=2)C2C=CC=CC=2)C=CC=CC=1>[ClH:1].[O:37]1[C:27]2[CH:28]=[CH:29][C:30]([C:3]3[CH:25]=[CH:24][C:6]([CH2:7][O:8][C:9]4[CH:10]=[C:11]5[C:16](=[CH:17][CH:18]=4)[CH2:15][CH:14]([CH2:19][CH2:20][N:21]([CH3:23])[CH3:22])[CH2:13][CH2:12]5)=[CH:5][CH:4]=3)=[CH:31][C:26]=2[O:38][CH2:36]1 |f:0.1,4.5.6,8.9.10.11.12,13.14|. Procedure: A mixture of (+)-6-(4-bromobenzyl)oxy-2-[2-(N,N-dimethylamino)ethyl]tetralin hydrochloride (1 g), toluene (20 ml), ethanol (2.5 ml), and 2 M aqueous sodium carbonate (2.5 ml) was stirred at room temperature for 10 min. 3,4-Methylenedioxybenzeneboric acid (469 mg) and tetrakis(triphenylphosphine) palladium (82 mg) were added and the reaction mixture was heated under reflux for 14 hr under argon. After cooling, the reaction mixture was diluted with water and extracted with ethyl acetate. The organ... The reactants are FC(C(=O)OC)(C(C(F)(F)F)(F)F)F (Methyl perfluorobutyrate), C[Si]([O-])(C)C.[Na+] (sodium trimethylsilanolate). Run in CCOCC (ether). Reaction conditions: time 8 hour. Product: FC(C(=O)[O-])(C(C(F)(F)F)(F)F)F.[Na+] (sodium perfluorobutyrate). The yield is 84.0%. As a reaction SMILES: [F:1][C:2]([F:14])([C:7]([F:13])([F:12])[C:8]([F:11])([F:10])[F:9])[C:3]([O:5]C)=[O:4].C[Si](C)(C)[O-].[Na+:20]>CCOCC>[F:1][C:2]([F:14])([C:7]([F:12])([F:13])[C:8]([F:9])([F:10])[F:11])[C:3]([O-:5])=[O:4].[Na+:20] |f:1.2,4.5|. Procedure details: Methyl perfluorobutyrate (12.81 g, 56 mmol) was added dropwise to a stirred solution of sodium trimethylsilanolate (6.3 g, 56 mmol) in dry ether (300 mL) at room temperature under nitrogen. The reaction mixture was stirred overnight. The solid was filtered under nitrogen, washed with dry ether, and dried under a stream of nitrogen to afford sodium perfluorobutyrate (11.1 g, 84% yield) as a white solid: 19F NMR (D2O) δ -79.6 (t, J=8 Hz, CF3 --, 3F), -117.2 (q, J=8 Hz, CF3CF2CF2 --, 2F), -126.2 pp... Reactants: Cc1ccccc1CCN, NC(=O)c1ccc(Oc2ccc(C3OCCO3)cc2F)cn1. Product: Cc1ccccc1CCNCc1ccc(Oc2ccc(C(N)=O)nc2)c(F)c1. RXN SMILES: [CH3:23][c:24]1[c:25]([CH2:26][CH2:27][NH2:28])[cH:29][cH:30][cH:31][cH:32]1.[O:1]1[CH:2]([c:6]2[cH:7][c:8]([F:22])[c:9]([O:10][c:11]3[cH:12][cH:13][c:14]([C:17](=[O:18])[NH2:19])[n:15][cH:16]3)[cH:20][cH:21]2)[O:5][CH2:4][CH2:3]1>>[CH2:2]([c:6]1[cH:7][c:8]([F:22])[c:9]([O:10][c:11]2[cH:12][cH:13][c:14]([C:17](=[O:18])[NH2:19])[n:15][cH:16]2)[cH:20][cH:21]1)[NH:28][CH2:27][CH2:26][c:25]1[c:24]([CH3:23])[cH:32][cH:31][cH:30][cH:29]1. Reactants: BrC1=NC=C(C=C1)[N+](=O)[O-] (2-Bromo-5-nitropyridine), BrCCCCCCOCC#C (1-bromo-6-[(2-propynyl)oxy]hexane), Intermediate 20. The product is BrCCCCCCOCC#CC1=NC=C(C=C1)[N+](=O)[O-] (2-[3-[(6-Bromohexyl)oxy]-1-propynyl]-5-nitropyridine). As a reaction SMILES: Br[C:2]1[CH:7]=[CH:6][C:5]([N+:8]([O-:10])=[O:9])=[CH:4][N:3]=1.[Br:11][CH2:12][CH2:13][CH2:14][CH2:15][CH2:16][CH2:17][O:18][CH2:19][C:20]#[CH:21]>>[Br:11][CH2:12][CH2:13][CH2:14][CH2:15][CH2:16][CH2:17][O:18][CH2:19][C:20]#[C:21][C:2]1[CH:7]=[CH:6][C:5]([N+:8]([O-:10])=[O:9])=[CH:4][N:3]=1. Reported procedure: 2-Bromo-5-nitropyridine (6.4 g) and 1-bromo-6-[(2-propynyl)oxy]hexane (6.39 g) were treated as in Intermediate 20 to give, after FCC eluting with hexane-ether (2:1), the title compound as a brown oil (7 g), t.l.c. (hexane-ether 5:1) Rf 0.22. Starting materials: C(C1=CC=CC=C1)OC(=O)NCC(=O)NCC1CCN(CC1)C(=O)OC(C)(C)C (4-[[(N-(benzyloxycarbonyl)glycyl)amino]methyl]-1-(tert-butoxycarbonyl)piperidine). Reagents/catalysts: [C].[Pd] (palladium carbon). Solvent: CO (methanol). Product: NCC(=O)NCC1CCN(CC1)C(=O)OC(C)(C)C (4-[(glycylamino)methyl]-1-(tert-butoxycarbonyl)piperidine). Reaction SMILES: C(OC([NH:11][CH2:12][C:13]([NH:15][CH2:16][CH:17]1[CH2:22][CH2:21][N:20]([C:23]([O:25][C:26]([CH3:29])([CH3:28])[CH3:27])=[O:24])[CH2:19][CH2:18]1)=[O:14])=O)C1C=CC=CC=1>[C].[Pd].CO>[NH2:11][CH2:12][C:13]([NH:15][CH2:16][CH:17]1[CH2:18][CH2:19][N:20]([C:23]([O:25][C:26]([CH3:29])([CH3:28])[CH3:27])=[O:24])[CH2:21][CH2:22]1)=[O:14] |f:1.2|. Procedure: A methanol (100 mL) solution of 4-[[(N-(benzyloxycarbonyl)glycyl)amino]methyl]-1-(tert-butoxycarbonyl)piperidine (6.26 g, 15.4 mmol) was hydrogenated in the presence of a 5% palladium carbon (620 mg) at room temperature for 7 hours. The catalyst was removed by filtration through Celite, and the filtrate was then concentrated to thereby afford 4-[(glycylamino)methyl]-1-(tert- butoxycarbonyl)piperidine as a solid (3.84 g, 92%). The reactants are BrC1=CC=C(C=C1)C1=C(C(=NO1)C)C(O)C=1N=NN(C1)C(C)C1=CC=CC=C1 ([5-(4-bromo-phenyl)-3-methyl-isoxazol-4-yl]-[1-(1-phenyl-ethyl)-1H-[1,2,3]triazol-4-yl]-methanol), C(C)OC(=O)C1(CC1)C1=CC=C(C=C1)B1OC(C(O1)(C)C)(C)C (1-[4-(4,4,5,5-tetramethyl-[1,3,2]dioxaborolan-2-yl)-phenyl]-cyclopropanecarboxylic acid ethyl ester). The product is C(C)OC(=O)C1(CC1)C1=CC=C(C=C1)C1=CC=C(C=C1)C1=C(C(=NO1)C)C(C=1N=NN(C1)C(C)C1=CC=CC=C1)O (1-[4′-(4-{Hydroxy-[1-(1-phenyl-ethyl)-1H-[1,2,3]triazol-4-yl-]methyl}-3-methyl-isoxazol-5-yl)-biphenyl-4-yl]-cyclopropanecarboxylic acid ethyl ester). Reaction SMILES: Br[C:2]1[CH:7]=[CH:6][C:5]([C:8]2[O:12][N:11]=[C:10]([CH3:13])[C:9]=2[CH:14]([C:16]2[N:17]=[N:18][N:19]([CH:21]([C:23]3[CH:28]=[CH:27][CH:26]=[CH:25][CH:24]=3)[CH3:22])[CH:20]=2)[OH:15])=[CH:4][CH:3]=1.[CH2:29]([O:31][C:32]([C:34]1([C:37]2[CH:42]=[CH:41][C:40](B3OC(C)(C)C(C)(C)O3)=[CH:39][CH:38]=2)[CH2:36][CH2:35]1)=[O:33])[CH3:30]>>[CH2:29]([O:31][C:32]([C:34]1([C:37]2[CH:42]=[CH:41][C:40]([C:2]3[CH:3]=[CH:4][C:5]([C:8]4[O:12][N:11]=[C:10]([CH3:13])[C:9]=4[CH:14]([OH:15])[C:16]4[N:17]=[N:18][N:19]([CH:21]([C:23]5[CH:28]=[CH:27][CH:26]=[CH:25][CH:24]=5)[CH3:22])[CH:20]=4)=[CH:6][CH:7]=3)=[CH:39][CH:38]=2)[CH2:35][CH2:36]1)=[O:33])[CH3:30]. Reported procedure: Prepared according to the procedure described in Example 1, Step 10, using [5-(4-bromo-phenyl)-3-methyl-isoxazol-4-yl]-[1-(1-phenyl-ethyl)-1H-[1,2,3]triazol-4-yl]-methanol and 1-[4-(4,4,5,5-tetramethyl-[1,3,2]dioxaborolan-2-yl)-phenyl]-cyclopropanecarboxylic acid ethyl ester. Starting materials: C(C1=CC=CC=C1)OC(=O)N[C@@H](CC1=CNC=N1)C(=O)N1[C@H](C(=O)NCCC(=O)N)CCC1 (benzyloxycarbonyl-L-histidyl-L-prolyl-β-alaninamide), CO (methanol). The solvent is [Pd] (palladium/carbon). Run at time 24 hour. Yields the product C(C)(=O)O.N1[C@@H](CCC1=O)C(=O)N[C@@H](CC1=CNC=N1)C(=O)N1[C@H](C(=O)NCCC(=O)N)CCC1 (L-pyroglutamyl-L-histidyl-L-prolyl-β-alaninamide acetate). Reaction SMILES: C(O[C:9]([NH:11][C@H:12]([C:19]([N:21]1[CH2:33][CH2:32][CH2:31][C@H:22]1[C:23]([NH:25][CH2:26][CH2:27][C:28]([NH2:30])=[O:29])=[O:24])=[O:20])[CH2:13][C:14]1[N:18]=[CH:17][NH:16][CH:15]=1)=[O:10])C1C=CC=CC=1.[CH3:34][OH:35]>[Pd]>[C:28]([OH:29])(=[O:35])[CH3:27].[NH:11]1[C:34](=[O:35])[CH2:14][CH2:13][C@H:12]1[C:9]([NH:11][C@H:12]([C:19]([N:21]1[CH2:33][CH2:32][CH2:31][C@H:22]1[C:23]([NH:25][CH2:26][CH2:27][C:28]([NH2:30])=[O:29])=[O:24])=[O:20])[CH2:13][C:14]1[N:18]=[CH:17][NH:16][CH:15]=1)=[O:10] |f:3.4|. Procedure: 1.0 g of benzyloxycarbonyl-L-histidyl-L-prolyl-β-alaninamide were dissolved in 50 ml of methanol and hydrogenated with the addition of palladium/carbon. The catalyst was filtered off and the filtrate concentrated in vacuo. The residue was dissolved in 10 ml of dimethylformamide and treated with 0.9 g of L-pyroglutamic acid pentachlorophenyl ester. The mixture was stored for 24 hours at room temperature and then concentrated in vacuo. The residue was dissolved in water and chromatographed on a Do... Starting materials: COC=1C=C(CN2CNC(NC2)=S)C=CC1 (5-(m-Methoxybenzyl)-3,4,5,6-tetrahydro-s-triazin-2(1H) thione), BrC(CC(=O)O)C(C1=CC=C(C=C1)Cl)=O (3-bromo-3-(p-chlorobenzoyl) propionic acid), N1=NNC(C=C1)=S (triazinthione). Solvent: CO (methanol), solvent. Run at time 3 hour. Product: C(=O)(O)CC1=C(N2C(=NCN(C2)CC2=CC(=CC=C2)OC)S1)C1=CC=C(C=C1)Cl (7-Carboxymethyl-6-(p-chlorophenyl)-3,4-dihydro-3-(m-methoxybenzyl)-2H-thiazolo[3,2-a]-s-triazine), Br (hydrobromide). Isolated yield 296.6%. RXN SMILES: [CH3:1][O:2][C:3]1[CH:4]=[C:5]([CH:14]=[CH:15][CH:16]=1)[CH2:6][N:7]1[CH2:12][NH:11][C:10](=[S:13])[NH:9][CH2:8]1.[Br:17][CH:18]([C:23](=O)[C:24]1[CH:29]=[CH:28][C:27]([Cl:30])=[CH:26][CH:25]=1)[CH2:19][C:20]([OH:22])=[O:21].N1C=CC(=S)NN=1>CO>[C:20]([CH2:19][C:18]1[S:13][C:10]2=[N:11][CH2:12][N:7]([CH2:6][C:5]3[CH:14]=[CH:15][CH:16]=[C:3]([O:2][CH3:1])[CH:4]=3)[CH2:8][N:9]2[C:23]=1[C:24]1[CH:25]=[CH:26][C:27]([Cl:30])=[CH:28][CH:29]=1)([OH:22])=[O:21].[BrH:17]. Procedure: 5-(m-Methoxybenzyl)-3,4,5,6-tetrahydro-s-triazin-2(1H) thione (2.37 g, 0.01 mole) was partly dissolved in methanol (100 ml) at 45° C. and 3-bromo-3-(p-chlorobenzoyl) propionic acid (2.92 g, 0.01 mole) dissolved in the same solvent (50 ml) was added. The temperature was held at about 45° C. until all the triazinthione dissolved, and the mixture was then allowed to stand for 3 hours. The solvent was evaporated to give a pale yellow foam, which was triturated with isopropanol to give the title comp...